From a dataset of the Open Reaction Database (ORD), a public repository of structured organic reaction records. describe an organic reaction: reactants, conditions, products, and yield Reactants: ice water, Cl (HCl), NC1=CC=C(C=C1)C1=CC(=CC=C1)C(=O)O (4′-aminobiphenyl-3-carboxylic acid), C(=O)([O-])[O-].[Na+].[Na+] (Na2CO3), C(=O)(OCC1C2=CC=CC=C2C2=CC=CC=C12)Cl (Fmoc-Cl). Run in O.O1CCOCC1 (H2O dioxane). Reaction conditions: time 24 hour. Yields the product C(=O)(OCC1C2=CC=CC=C2C2=CC=CC=C12)NC1=CC=C(C=C1)C1=CC(=CC=C1)C(=O)O (4′-(Fmoc-amino)biphenyl-3-carboxylic acid). As a reaction SMILES: [NH2:1][C:2]1[CH:7]=[CH:6][C:5]([C:8]2[CH:13]=[CH:12][CH:11]=[C:10]([C:14]([OH:16])=[O:15])[CH:9]=2)=[CH:4][CH:3]=1.C([O-])([O-])=O.[Na+].[Na+].[C:23](Cl)([O:25][CH2:26][CH:27]1[C:39]2[C:34](=[CH:35][CH:36]=[CH:37][CH:38]=2)[C:33]2[C:28]1=[CH:29][CH:30]=[CH:31][CH:32]=2)=[O:24].Cl>O.O1CCOCC1>[C:23]([NH:1][C:2]1[CH:3]=[CH:4][C:5]([C:8]2[CH:13]=[CH:12][CH:11]=[C:10]([C:14]([OH:16])=[O:15])[CH:9]=2)=[CH:6][CH:7]=1)([O:25][CH2:26][CH:27]1[C:28]2[C:33](=[CH:32][CH:31]=[CH:30][CH:29]=2)[C:34]2[C:39]1=[CH:38][CH:37]=[CH:36][CH:35]=2)=[O:24] |f:1.2.3,6.7|. Procedure: Cool a mixture of 4′-aminobiphenyl-3-carboxylic acid (Preparation C, Step 4) (7.46 g, (35 mmol) and Na2CO3 (9.3 g, 87.7 mmol) in H2O /dioxane (2:1, 300 mL) to ˜5° C. Add Fmoc-Cl (9.05 g, 35 mmol), and stir the mixture at ice bath temperature for 4 hours. Allow reaction mixture to warm to room temperature and stir for 24 hours. Pour into ice water, and acidify with aqueous HCl. Collect the precipitate, wash with water, and dry in vacuo. Recrystallize from EtOAc to give the title compound, m.p. 27... Reactants: IC=1N(C=C2N(C(N(C(C21)=O)C)=O)CC(C)C)CC2=CC=CC1=CC=CC=C21 (5-iodo-3-methyl-1-(2-methylpropyl)-6-(1-naphthalenylmethyl)-1H-pyrrolo[3,4-d]pyrimidine-2,4(3H,6H)-dione), C(CC#C)O (3-butyn-1-ol). Yields the product OCCC#CC=1N(C=C2N(C(N(C(C21)=O)C)=O)CC(C)C)CC2=CC=CC1=CC=CC=C21 (5-(4-Hydroxybut-1-ynyl)-3-methyl-1-(2-methylpropyl)-6-(1-naphthalenylmethyl)-1H-pyrrolo[3,4-d]pyrimidine-2,4(3H,6H)-dione). RXN SMILES: I[C:2]1[N:3]([CH2:18][C:19]2[C:28]3[C:23](=[CH:24][CH:25]=[CH:26][CH:27]=3)[CH:22]=[CH:21][CH:20]=2)[CH:4]=[C:5]2[C:10]=1[C:9](=[O:11])[N:8]([CH3:12])[C:7](=[O:13])[N:6]2[CH2:14][CH:15]([CH3:17])[CH3:16].[CH2:29]([OH:33])[CH2:30][C:31]#[CH:32]>>[OH:33][CH2:29][CH2:30][C:31]#[C:32][C:2]1[N:3]([CH2:18][C:19]2[C:28]3[C:23](=[CH:24][CH:25]=[CH:26][CH:27]=3)[CH:22]=[CH:21][CH:20]=2)[CH:4]=[C:5]2[C:10]=1[C:9](=[O:11])[N:8]([CH3:12])[C:7](=[O:13])[N:6]2[CH2:14][CH:15]([CH3:17])[CH3:16]. Procedure details: The title compound was prepared from 5-iodo-3-methyl-1-(2-methylpropyl)-6-(1-naphthalenylmethyl)-1H-pyrrolo[3,4-d]pyrimidine-2,4(3H,6H)-dione and 3-butyn-1-ol in a manner analogous to the method of Example 13 above. The reactants are BrCc1ccccc1, C1CCOC1, CO, [H-], [Na+], OCC(O)CO. The product is OCC(O)COCc1ccccc1. As a reaction SMILES: [Br:9][CH2:10][c:11]1[cH:12][cH:13][cH:14][cH:15][cH:16]1.[CH2:19]1[O:20][CH2:21][CH2:22][CH2:23]1.[CH3:17][OH:18].[H-:8].[Na+:7].[OH:1][CH2:2][CH:3]([OH:4])[CH2:5][OH:6]>>[O:1]([CH2:2][CH:3]([OH:4])[CH2:5][OH:6])[CH2:10][c:11]1[cH:12][cH:13][cH:14][cH:15][cH:16]1. Reactants: C(C)NC\C=C/C1=C(C=CC(=C1)F)S(=O)(=O)NC1=CC=C2C3C(COC2=C1C(=O)OC)C3 (methyl (1aRS,7bSR)-5-[2((Z)-3-ethylaminoprop-1-enyl)-4-fluorobenzenesulfonylamino]-1,1a,2,7b-tetrahydrocyclopropa[c]chromene-4-carboxylate), O[C@@H]1CNCC1 ((S)-3-hydroxypyrrolidine), COC(=O)N(S(=O)(=O)C1=C(C=C(C=C1)F)\C=C/CO)C1=CC=C2C3C(COC2=C1C(=O)OC)C3 (methyl (1aRS,7bSR)-5-{N-[methoxycarbonyl]-N-[2-((Z)-3-hydroxyprop-1-enyl)-4-fluorobenzenesulfonyl]amino}-1,1a,2,7b-tetrahydrocyclopropa[c]chromene-4-carboxylate), COC(=O)N(S(=O)(=O)C1=C(C=C(C=C1)F)\C=C/CO)C1=CC=C2C3C(COC2=C1C(=O)OC)C3 (methyl (1aRS,7bSR)-5-{N-[methoxycarbonyl]-N-[2-((Z)-3-hydroxyprop-1-enyl)-4-fluorobenzenesulfonyl]amino}-1,1a,2,7b-tetrahydrocyclopropa[c]chromene-4-carboxylate). The product is O[C@@H]1CN(CC1)NC\C=C/C1=C(C=CC(=C1)F)S(=O)(=O)NC1=CC=C2C3C(COC2=C1C(=O)OC)C3 (Methyl (1aRS,7bSR)-5-{2[(Z)-3-((S)-3-hydroxypyrrolidin-1-yl)aminoprop-1-enyl]-4-fluorobenzenesulfonylamino}-1,1a,2,7b-tetrahydrocyclopropa[c]chromene-4-carboxylate). Reaction SMILES: C([NH:3][CH2:4]/[CH:5]=[CH:6]\[C:7]1[CH:12]=[C:11]([F:13])[CH:10]=[CH:9][C:8]=1[S:14]([NH:17][C:18]1[C:27]([C:28]([O:30][CH3:31])=[O:29])=[C:26]2[C:21]([CH:22]3[CH2:32][CH:23]3[CH2:24][O:25]2)=[CH:20][CH:19]=1)(=[O:16])=[O:15])C.COC([N:37]([C:52]1[C:61](C(OC)=O)=[C:60]2[C:55](C3CC3C[O:59]2)=CC=1)S(C1C=CC(F)=CC=1/C=C\CO)(=O)=O)=O.O[C@H]1CCNC1>>[OH:59][C@H:60]1[CH2:61][CH2:52][N:37]([NH:3][CH2:4]/[CH:5]=[CH:6]\[C:7]2[CH:12]=[C:11]([F:13])[CH:10]=[CH:9][C:8]=2[S:14]([NH:17][C:18]2[C:27]([C:28]([O:30][CH3:31])=[O:29])=[C:26]3[C:21]([CH:22]4[CH2:32][CH:23]4[CH2:24][O:25]3)=[CH:20][CH:19]=2)(=[O:15])=[O:16])[CH2:55]1. Procedure details: Prepared by proceeding in a similar manner to Intermediate 63, starting from methyl (1aRS,7bSR)-5-{N-[methoxycarbonyl]-N-[2-((Z)-3-hydroxyprop-1-enyl)-4-fluorobenzene-sulfonyl]amino}-1,1a,2,7b-tetrahydrocyclopropa[c]chromene-4-carboxylate (Intermediate 64) and (S)-3-hydroxypyrrolidine. Reactants: N(=O)[O-].[Na+] (sodium nitrite), cupric chloride dihydrate, NC1=CC=C(C=2OC3=C(C21)C=CC=C3)OC (1-amino-4-methoxy-dibenzo[b,d]furan), S(=O)=O (sulfur dioxide), Cl (HCl). The solvent is O (water), C(C)(=O)O (acetic acid), C(C)(=O)O.C1=CC=CC=C1 (acetic acid benzene). Reaction conditions: temperature 5 celsius, time 1 hour. The product is COC1=CC=C(C2=C1OC1=C2C=CC=C1)S(=O)(=O)Cl (4-methoxy-dibenzo[b,d]furan-1-sulfonyl chloride). RXN SMILES: N[C:2]1[C:10]2[C:9]3[CH:11]=[CH:12][CH:13]=[CH:14][C:8]=3[O:7][C:6]=2[C:5]([O:15][CH3:16])=[CH:4][CH:3]=1.N([O-])=O.[Na+].[S:21](=[O:23])=[O:22].[ClH:24]>C(O)(=O)C.O.C(O)(=O)C.C1C=CC=CC=1>[CH3:16][O:15][C:5]1[C:6]2[O:7][C:8]3[CH:14]=[CH:13][CH:12]=[CH:11][C:9]=3[C:10]=2[C:2]([S:21]([Cl:24])(=[O:23])=[O:22])=[CH:3][CH:4]=1 |f:1.2,7.8|. Procedure: Intermediate 40 (400 mg, 1.87 mmol) was dissolved in glacial acetic acid (20 ml) and 17% HCl (10 ml). This solution was cooled to 5° C. and a solution of sodium nitrite (260 mg, 3.74 mmol) in water (5 ml) was added slowly during 10 min. The reaction was stirred for 1 h at 5° C. The reaction mixture was then added to a saturated solution of sulfur dioxide (generated from sodium sulfite and conc. HCl) in acetic acid: benzene (3:2) containing cupric chloride dihydrate (100 mg, 0.513 mmol). The reac...